From a dataset of the Open Reaction Database (ORD), a public repository of structured organic reaction records. describe an organic reaction: reactants, conditions, products, and yield Starting materials: C1CCOC1, ClCCl, COc1ccc(OC)c(CC(=O)Nc2cc(N)c(C#N)c(OC(C)C)n2)c1, N#Cc1c(N)cc(N)nc1OCCO, [Na+], [OH-], O, c1ccncc1. Yields the product COc1ccc(OC)c(CC(=O)Nc2cc(N)c(C#N)c(OCCO)n2)c1. RXN SMILES: [CH2:54]1[O:55][CH2:56][CH2:57][CH2:58]1.[Cl:51][CH2:52][Cl:53].[NH2:15][c:16]1[c:17]([C:18]#[N:19])[c:20]([O:21][CH:22]([CH3:23])[CH3:24])[n:25][c:26]([NH:27][C:29]([CH2:30][c:31]2[c:32]([O:39][CH3:40])[cH:33][cH:34][c:35]([O:37][CH3:38])[cH:36]2)=[O:41])[cH:28]1.[NH2:1][c:2]1[cH:3][c:4]([NH2:14])[n:5][c:6]([O:10][CH2:11][CH2:12][OH:13])[c:7]1[C:8]#[N:9].[Na+:44].[OH-:43].[OH2:42].[cH:45]1[cH:46][cH:47][n:48][cH:49][cH:50]1>>[NH2:1][c:2]1[cH:3][c:4]([NH:14][C:29]([CH2:30][c:31]2[c:32]([O:39][CH3:40])[cH:33][cH:34][c:35]([O:37][CH3:38])[cH:36]2)=[O:41])[n:5][c:6]([O:10][CH2:11][CH2:12][OH:13])[c:7]1[C:8]#[N:9]. Reactants: OCc1cc(Br)cs1, CC(C)(C)[Si](Cl)(c1ccccc1)c1ccccc1, ClCCl, c1c[nH]cn1. The product is CC(C)(C)[Si](OCc1cc(Br)cs1)(c1ccccc1)c1ccccc1. As a reaction SMILES: [Br:1][c:2]1[cH:3][c:4]([CH2:7][OH:8])[s:5][cH:6]1.[C:9]([CH3:10])([CH3:11])([CH3:12])[Si:13]([c:14]1[cH:15][cH:16][cH:17][cH:18][cH:19]1)([c:20]1[cH:21][cH:22][cH:23][cH:24][cH:25]1)[Cl:26].[Cl:32][CH2:33][Cl:34].[nH:27]1[cH:28][cH:29][n:30][cH:31]1>>[Br:1][c:2]1[cH:3][c:4]([CH2:7][O:8][Si:13]([C:9]([CH3:10])([CH3:11])[CH3:12])([c:14]2[cH:15][cH:16][cH:17][cH:18][cH:19]2)[c:20]2[cH:21][cH:22][cH:23][cH:24][cH:25]2)[s:5][cH:6]1. Reactants: CCOC(=O)Cn1ccc2ccc(O)cc21, CCCCP(CCCC)CCCC, Cn1nc(-c2ccc(C(F)(F)F)cc2)cc1CO, C1CCOC1. Yields the product CCOC(=O)Cn1ccc2ccc(OCc3cc(-c4ccc(C(F)(F)F)cc4)nn3C)cc21. Reaction SMILES: [CH2:1]([CH3:2])[O:3][C:4]([CH2:5][n:6]1[cH:7][cH:8][c:9]2[cH:10][cH:11][c:12]([OH:15])[cH:13][c:14]12)=[O:16].[CH2:35]([P:36]([CH2:37][CH2:38][CH2:39][CH3:40])[CH2:41][CH2:42][CH2:43][CH3:44])[CH2:45][CH2:46][CH3:47].[CH3:17][n:18]1[n:19][c:20](-[c:25]2[cH:26][cH:27][c:28]([C:31]([F:32])([F:33])[F:34])[cH:29][cH:30]2)[cH:21][c:22]1[CH2:23][OH:24].[O:48]1[CH2:49][CH2:50][CH2:51][CH2:52]1>>[CH2:1]([CH3:2])[O:3][C:4]([CH2:5][n:6]1[cH:7][cH:8][c:9]2[cH:10][cH:11][c:12]([O:15][CH2:23][c:22]3[n:18]([CH3:17])[n:19][c:20](-[c:25]4[cH:26][cH:27][c:28]([C:31]([F:32])([F:33])[F:34])[cH:29][cH:30]4)[cH:21]3)[cH:13][c:14]12)=[O:16].